This data is from the Open Reaction Database (ORD), a public repository of structured organic reaction records. The task is: describe an organic reaction: reactants, conditions, products, and yield The reactants are Br, CC(C)=O, [K+], [K+], O=C([O-])[O-], O=[N+]([O-])c1ccc(O)cc1, BrCc1ccccn1. Reaction SMILES: [BrH:17].[CH3:26][C:27](=[O:28])[CH3:29].[K+:11].[K+:12].[O-:13][C:14]([O-:15])=[O:16].[OH:1][c:2]1[cH:3][cH:4][c:5]([N+:8]([O-:9])=[O:10])[cH:6][cH:7]1.[n:18]1[c:19]([CH2:24][Br:25])[cH:20][cH:21][cH:22][cH:23]1>>[O:1]([c:2]1[cH:3][cH:4][c:5]([N+:8]([O-:9])=[O:10])[cH:6][cH:7]1)[CH2:24][c:19]1[n:18][cH:23][cH:22][cH:21][cH:20]1. The product is O=[N+]([O-])c1ccc(OCc2ccccn2)cc1.